This data is from the Open Reaction Database (ORD), a public repository of structured organic reaction records. The task is: describe an organic reaction: reactants, conditions, products, and yield Starting materials: O=C([O-])O, ClCCl, CCN(CC)c1ccc(S(=O)(=O)N2CC(O[Si](C)(C)C(C)(C)C)CC2=S)cc1, [Na+]. Yields the product CCN(CC)c1ccc(S(=O)(=O)N2CC(O)CC2=S)cc1. Reaction SMILES: [C:1](=[O:2])([OH:3])[O-:4].[CH2:34]([Cl:35])[Cl:36].[CH2:6]([CH3:7])[N:8]([c:9]1[cH:10][cH:11][c:12]([S:15](=[O:16])(=[O:17])[N:18]2[C:19](=[S:31])[CH2:20][CH:21]([O:23][Si:24]([C:25]([CH3:26])([CH3:27])[CH3:28])([CH3:29])[CH3:30])[CH2:22]2)[cH:13][cH:14]1)[CH2:32][CH3:33].[Na+:5]>>[CH2:6]([CH3:7])[N:8]([c:9]1[cH:10][cH:11][c:12]([S:15](=[O:16])(=[O:17])[N:18]2[C:19](=[S:31])[CH2:20][CH:21]([OH:23])[CH2:22]2)[cH:13][cH:14]1)[CH2:32][CH3:33]. The reactants are N1(CCOCC1)CC1=CC=C(C=C1)C1=CC=C(C=C1)C(=O)O (4′-Morpholin-4-ylmethyl-biphenyl-4-carboxylic acid), C(C(=O)Cl)(=O)Cl (oxalyl chloride), NC=1C=CC(=C(C1)N1C(N(C2=NC(=NC=C2C1)S(=O)(=O)C)C)=O)Cl (3-(5-Amino-2-chloro-phenyl)-7-methanesulfonyl-1-methyl-3,4-dihydro-1H-pyrimido[4,5-d]pyrimidin-2-one). The solvent is O1CCCC1 (tetrahydrofuran), ClCCl (dichloromethane), ClCCl (dichloromethane). Run at time 20 minute. Product: ClC1=C(C=C(C=C1)NC(=O)C1=CC=C(C=C1)C1=CC=C(C=C1)CN1CCOCC1)N1C(N(C2=NC(=NC=C2C1)S(=O)(=O)C)C)=O (4′-Morpholin-4-ylmethyl-biphenyl-4-carboxylic acid [4-chloro-3-(7-methanesulfonyl-1-methyl-2-oxo-1,4-dihydro-2H-pyrimido[4,5-d]pyrimidin-3-yl)-phenyl]-amide). As a reaction SMILES: [N:1]1([CH2:7][C:8]2[CH:13]=[CH:12][C:11]([C:14]3[CH:19]=[CH:18][C:17]([C:20](O)=[O:21])=[CH:16][CH:15]=3)=[CH:10][CH:9]=2)[CH2:6][CH2:5][O:4][CH2:3][CH2:2]1.C(Cl)(=O)C(Cl)=O.[NH2:29][C:30]1[CH:31]=[CH:32][C:33]([Cl:52])=[C:34]([N:36]2[CH2:45][C:44]3[C:39](=[N:40][C:41]([S:46]([CH3:49])(=[O:48])=[O:47])=[N:42][CH:43]=3)[N:38]([CH3:50])[C:37]2=[O:51])[CH:35]=1>O1CCCC1.ClCCl>[Cl:52][C:33]1[CH:32]=[CH:31][C:30]([NH:29][C:20]([C:17]2[CH:16]=[CH:15][C:14]([C:11]3[CH:12]=[CH:13][C:8]([CH2:7][N:1]4[CH2:6][CH2:5][O:4][CH2:3][CH2:2]4)=[CH:9][CH:10]=3)=[CH:19][CH:18]=2)=[O:21])=[CH:35][C:34]=1[N:36]1[CH2:45][C:44]2[C:39](=[N:40][C:41]([S:46]([CH3:49])(=[O:47])=[O:48])=[N:42][CH:43]=2)[N:38]([CH3:50])[C:37]1=[O:51]. Procedure details: 300 mg of 4′-Morpholin-4-ylmethyl-biphenyl-4-carboxylic acid in 15 ml dry tetrahydrofuran (THF) were treated dropwise with 129 mg oxalyl chloride under cooling with ice. The mixture was subsequently stirred for 20 min at room temperature (RT) before a suspension of 200 mg aniline derivative from example d in 5 ml dichloromethane was added slowly. The mixture was stirred over night and then diluted with 50 ml dichloromethane. Precipitate was filtered off and the filtrate was washed several times ... The reactants are C1(=CC=CC=C1)C(OC1CCNCC1)C1=CC=CC=C1 (4-diphenylmethoxy-piperidine), C([O-])([O-])=O.[K+].[K+] (potassium carbonate), ClCC#N (chloroacetonitrile). The solvent is CN(C=O)C (dimethylformamide), CN(C=O)C (dimethylformamide). Yields the product C(#N)CN1CCC(CC1)OC(C1=CC=CC=C1)C1=CC=CC=C1 (1-cyanomethyl-4-diphenylmethoxypiperidine). As a reaction SMILES: [C:1]1([CH:7]([C:15]2[CH:20]=[CH:19][CH:18]=[CH:17][CH:16]=2)[O:8][CH:9]2[CH2:14][CH2:13][NH:12][CH2:11][CH2:10]2)[CH:6]=[CH:5][CH:4]=[CH:3][CH:2]=1.C(=O)([O-])[O-].[K+].[K+].Cl[CH2:28][C:29]#[N:30]>CN(C)C=O>[C:29]([CH2:28][N:12]1[CH2:13][CH2:14][CH:9]([O:8][CH:7]([C:1]2[CH:2]=[CH:3][CH:4]=[CH:5][CH:6]=2)[C:15]2[CH:16]=[CH:17][CH:18]=[CH:19][CH:20]=2)[CH2:10][CH2:11]1)#[N:30] |f:1.2.3|. Procedure: To the solution of 55.0 g of 4-diphenylmethoxy-piperidine in 250 ml of dimethylformamide, 32.0 g of anhydrous potassium carbonate are added while stirring, followed by the dropwise addition of the solution of 17.2 g of chloroacetonitrile in 25 ml of dimethylformamide and the suspension is stirred overnight at room temperature. It is concentrated, partitioned between water and diethyl ether, the organic phase washed with saturated aqueous sodium chloride, dried and evaporated. The residue is recr... The reactants are COC=1C=C(C=C(C1)OC)NC=1C(=NC2=CC=CC=C2N1)NS(=O)(=O)C1=CC(=CC=C1)[N+](=O)[O-] (N-(3-(3,5-dimethoxyphenylamino)quinoxalin-2-yl)-3-nitro-benzenesulfonamide), [Sn](Cl)(Cl)(Cl)Cl (tin chloride). Reported procedure: A flask was charged with N-(3-(3,5-dimethoxyphenylamino)quinoxalin-2-yl)-3-nitro-benzenesulfonamide (3.4 g, 7.06 mmol), prepared using procedures similar to those in Example 14, tin chloride solvate (6.4 g, 28.2 mmol), and 30 mL of DMA. A few drops of water were added and the reaction mixture was stirred at 80° C. for 3 hours, after which time, solvent was removed on a rotary evaporator, and 50 mL of water and 10 mL of Methanol were added. The slurry was filtered, and the filtrate was washed wit... The solvent is CC(=O)N(C)C (DMA). Yields the product NC=1C=C(C=CC1)S(=O)(=O)NC1=NC2=CC=CC=C2N=C1NC1=CC(=CC(=C1)OC)OC (3-amino-N-(3-(3,5-dimethoxyphenylamino)quinoxalin-2-yl)benzenesulfonamide). Run at temperature 80 celsius, time 3 hour. The reagents and catalysts are O (water). RXN SMILES: [CH3:1][O:2][C:3]1[CH:4]=[C:5]([NH:11][C:12]2[C:13]([NH:22][S:23]([C:26]3[CH:31]=[CH:30][CH:29]=[C:28]([N+:32]([O-])=O)[CH:27]=3)(=[O:25])=[O:24])=[N:14][C:15]3[C:20]([N:21]=2)=[CH:19][CH:18]=[CH:17][CH:16]=3)[CH:6]=[C:7]([O:9][CH3:10])[CH:8]=1.[Sn](Cl)(Cl)(Cl)Cl>O.CC(N(C)C)=O>[NH2:32][C:28]1[CH:27]=[C:26]([S:23]([NH:22][C:13]2[C:12]([NH:11][C:5]3[CH:4]=[C:3]([O:2][CH3:1])[CH:8]=[C:7]([O:9][CH3:10])[CH:6]=3)=[N:21][C:20]3[C:15](=[CH:16][CH:17]=[CH:18][CH:19]=3)[N:14]=2)(=[O:24])=[O:25])[CH:31]=[CH:30][CH:29]=1.